This data is from the Open Reaction Database (ORD), a public repository of structured organic reaction records. The task is: describe an organic reaction: reactants, conditions, products, and yield Starting materials: CC(=O)[O-], CO, Cc1cc(Nc2nc(Nc3cc(C)c(C4CCC(=O)CC4)cc3C)ncc2Cl)n[nH]1, Cl, NO, [Na+]. Product: Cc1cc(Nc2nc(Nc3cc(C)c(C4CCC(=NO)CC4)cc3C)ncc2Cl)n[nH]1. RXN SMILES: [C:31]([O-:32])(=[O:33])[CH3:34].[CH3:39][OH:40].[Cl:1][c:2]1[c:3]([NH:24][c:25]2[n:26][nH:27][c:28]([CH3:30])[cH:29]2)[n:4][c:5]([NH:8][c:9]2[cH:10][c:11]([CH3:23])[c:12]([CH:16]3[CH2:17][CH2:18][C:19](=[O:22])[CH2:20][CH2:21]3)[cH:13][c:14]2[CH3:15])[n:6][cH:7]1.[ClH:38].[NH2:36][OH:37].[Na+:35]>>[Cl:1][c:2]1[c:3]([NH:24][c:25]2[n:26][nH:27][c:28]([CH3:30])[cH:29]2)[n:4][c:5]([NH:8][c:9]2[cH:10][c:11]([CH3:23])[c:12]([CH:16]3[CH2:17][CH2:18][C:19](=[N:36][OH:37])[CH2:20][CH2:21]3)[cH:13][c:14]2[CH3:15])[n:6][cH:7]1.